Dataset: the Open Reaction Database (ORD), a public repository of structured organic reaction records. Task: describe an organic reaction: reactants, conditions, products, and yield Reactants: ClC=1C=C(C=CC1OC)NC1=NC(=CC(=N1)Cl)C1=CC=CC=C1 ((3-chloro-4-methoxy-phenyl)-(4-chloro-6-phenyl-pyrimidin-2-yl)-amine), CN1CCNCC1 (N-methyl piperazine), C(CCC)O (n-butanol). The product is ClC=1C=C(C=CC1OC)NC1=NC(=CC(=N1)N1CCN(CC1)CC)C1=CC=CC=C1 ((3-chloro-4-methoxy-phenyl)-[4-(4-ethyl-piperazin-1-yl)-6-phenyl-pyrimidin-2-yl]-amine). RXN SMILES: [Cl:1][C:2]1[CH:3]=[C:4]([NH:10][C:11]2[N:16]=[C:15](Cl)[CH:14]=[C:13]([C:18]3[CH:23]=[CH:22][CH:21]=[CH:20][CH:19]=3)[N:12]=2)[CH:5]=[CH:6][C:7]=1[O:8][CH3:9].[CH3:24][N:25]1[CH2:30][CH2:29][NH:28][CH2:27][CH2:26]1.[CH2:31](O)CCC>>[Cl:1][C:2]1[CH:3]=[C:4]([NH:10][C:11]2[N:16]=[C:15]([N:28]3[CH2:29][CH2:30][N:25]([CH2:24][CH3:31])[CH2:26][CH2:27]3)[CH:14]=[C:13]([C:18]3[CH:23]=[CH:22][CH:21]=[CH:20][CH:19]=3)[N:12]=2)[CH:5]=[CH:6][C:7]=1[O:8][CH3:9]. Procedure: The title compound was prepared by treating (3-chloro-4-methoxy-phenyl)-(4-chloro-6-phenyl-pyrimidin-2-yl)-amine (0.5 g, 1.4 mmol) with N-methyl piperazine in n-butanol at refluxing temperature.